From a dataset of the Open Reaction Database (ORD), a public repository of structured organic reaction records. describe an organic reaction: reactants, conditions, products, and yield The reactants are FC(CO)(F)F (2,2,2-Trifluoro-ethanol), FC1=CC=C(C=C1)[N+](=O)[O-] (1-Fluoro-4-nitro-benzene). Run in CN(C)C=O (DMF). Conditions: time 2 hour. The product is [N+](=O)([O-])C1=CC=C(C=C1)OCC(F)(F)F (1-Nitro-4-(2,2,2-trifluoro-ethoxy)-benzene). The yield is 90.3%. As a reaction SMILES: [F:1][C:2]([F:6])([F:5])[CH2:3][OH:4].F[C:8]1[CH:13]=[CH:12][C:11]([N+:14]([O-:16])=[O:15])=[CH:10][CH:9]=1>CN(C=O)C>[N+:14]([C:11]1[CH:12]=[CH:13][C:8]([O:4][CH2:3][C:2]([F:6])([F:5])[F:1])=[CH:9][CH:10]=1)([O-:16])=[O:15]. Procedure details: 2,2,2-Trifluoro-ethanol (7.09 g, 70.09 mmol) and stirred for 30 min. A solution of 1-Fluoro-4-nitro-benzene (10 g, 70.09 mmol) in DMF (25 mL) was added at 5-15° C., allowed to rt, stirred for 2 h, quenched with ice-water, filtered, washed with water and dried under high vacuum to obtain 14 g (89%) 1-Nitro-4-(2,2,2-trifluoro-ethoxy)-benzene as yellow solid. Subsequently, a solution of 1-Nitro-4-(2,2,2-trifluoro-ethoxy)-benzene (50 g, 226.2 mmol) in methanol (400 mL) was purged with nitrogen and 1... Starting materials: CC(C)(C)OC(=O)c1ccc(Oc2ccc(Cl)cc2Cl)cc1NC(=O)c1ccccc1, O=C(O)C(F)(F)F. The product is O=C(Nc1cc(Oc2ccc(Cl)cc2Cl)ccc1C(=O)O)c1ccccc1. Reaction SMILES: [C:8]([c:9]1[cH:10][cH:11][cH:12][cH:13][cH:14]1)(=[O:15])[NH:16][c:17]1[c:18]([C:19](=[O:20])[O:21][C:22]([CH3:23])([CH3:24])[CH3:25])[cH:26][cH:27][c:28]([O:30][c:31]2[c:32]([Cl:38])[cH:33][c:34]([Cl:37])[cH:35][cH:36]2)[cH:29]1.[OH:1][C:2]([C:3]([F:4])([F:5])[F:6])=[O:7]>>[C:8]([c:9]1[cH:10][cH:11][cH:12][cH:13][cH:14]1)(=[O:15])[NH:16][c:17]1[c:18]([C:19](=[O:20])[OH:21])[cH:26][cH:27][c:28]([O:30][c:31]2[c:32]([Cl:38])[cH:33][c:34]([Cl:37])[cH:35][cH:36]2)[cH:29]1. The reactants are CC(=O)O, FC(F)(F)c1cccc(OC2CN(C(c3ccccc3)c3ccccc3)C2)c1. Yields the product FC(F)(F)c1cccc(OC2CNC2)c1. As a reaction SMILES: [CH3:29][C:30](=[O:31])[OH:32].[CH:1]([c:2]1[cH:3][cH:4][cH:5][cH:6][cH:7]1)([c:8]1[cH:9][cH:10][cH:11][cH:12][cH:13]1)[N:14]1[CH2:15][CH:16]([O:18][c:19]2[cH:20][c:21]([C:25]([F:26])([F:27])[F:28])[cH:22][cH:23][cH:24]2)[CH2:17]1>>[NH:14]1[CH2:15][CH:16]([O:18][c:19]2[cH:20][c:21]([C:25]([F:26])([F:27])[F:28])[cH:22][cH:23][cH:24]2)[CH2:17]1. Reactants: COC(=O)c1cc(Br)c(NC(C)=O)cc1O, O=C([O-])O, C[N+](C)(C)Cc1ccccc1, ClCCl, CO, O=I(=O)Cl, O=I(=O)Cl, [Na+]. Yields the product COC(=O)c1cc(Br)c(NC(C)=O)c(I)c1O. As a reaction SMILES: [C:1]([CH3:2])(=[O:3])[NH:4][c:5]1[cH:6][c:7]([OH:16])[c:8]([C:9](=[O:10])[O:11][CH3:12])[cH:13][c:14]1[Br:15].[C:36](=[O:37])([OH:38])[O-:39].[CH2:25]([N+:26]([CH3:27])([CH3:28])[CH3:29])[c:30]1[cH:31][cH:32][cH:33][cH:34][cH:35]1.[CH2:41]([Cl:42])[Cl:43].[CH3:44][OH:45].[I:17]([Cl:18])(=[O:19])=[O:20].[I:21]([Cl:22])(=[O:23])=[O:24].[Na+:40]>>[C:1]([CH3:2])(=[O:3])[NH:4][c:5]1[c:6]([I:17])[c:7]([OH:16])[c:8]([C:9](=[O:10])[O:11][CH3:12])[cH:13][c:14]1[Br:15]. Starting materials: O=C(OOC(=O)c1ccccc1)c1ccccc1, CCOC(=O)C=CC(=O)OCC, CCCC=O. Yields the product CCCC(=O)C(CC(=O)OCC)C(=O)OCC. As a reaction SMILES: [C:18]([O:19][O:20][C:21](=[O:22])[c:23]1[cH:24][cH:25][cH:26][cH:27][cH:28]1)(=[O:29])[c:30]1[cH:31][cH:32][cH:33][cH:34][cH:35]1.[C:1]([CH:2]=[CH:3][C:4](=[O:5])[O:6][CH2:7][CH3:8])(=[O:9])[O:10][CH2:11][CH3:12].[CH:13]([CH2:14][CH2:15][CH3:16])=[O:17]>>[C:1]([CH:2]([CH2:3][C:4](=[O:5])[O:6][CH2:7][CH3:8])[C:13]([CH2:14][CH2:15][CH3:16])=[O:17])(=[O:9])[O:10][CH2:11][CH3:12].